describe an organic reaction: reactants, conditions, products, and yield From a dataset of the Open Reaction Database (ORD), a public repository of structured organic reaction records. Run in CS(=O)(=O)O (methanesulfonic acid), CS(=O)(=O)O (methanesulfonic acid). Yields the product C(CCCCCCCCC)(=O)NC1=CC=C(C=C1)CC(=O)O (N-decanoyl-4-aminophenylacetic acid), OO (hydrogen peroxide), C(CCCCCCCCC)(=O)NC1=CC=C(C=C1)CC(=O)OO (N-decanoyl-4-aminophenylperoxyacetic acid). As a reaction SMILES: [C:1]([NH:12][C:13]1[CH:18]=[CH:17][C:16]([CH2:19][C:20]([OH:22])=[O:21])=[CH:15][CH:14]=1)(=[O:11])[CH2:2][CH2:3][CH2:4][CH2:5][CH2:6][CH2:7][CH2:8][CH2:9][CH3:10].[OH:23][OH:24]>CS(O)(=O)=O>[C:1]([NH:12][C:13]1[CH:18]=[CH:17][C:16]([CH2:19][C:20]([OH:22])=[O:21])=[CH:15][CH:14]=1)(=[O:11])[CH2:2][CH2:3][CH2:4][CH2:5][CH2:6][CH2:7][CH2:8][CH2:9][CH3:10].[OH:23][OH:24].[C:1]([NH:12][C:13]1[CH:18]=[CH:17][C:16]([CH2:19][C:20]([O:22][OH:23])=[O:21])=[CH:15][CH:14]=1)(=[O:11])[CH2:2][CH2:3][CH2:4][CH2:5][CH2:6][CH2:7][CH2:8][CH2:9][CH3:10]. Reactants: C(CCCCCCCCC)(=O)NC1=CC=C(C=C1)CC(=O)O (N-decanoyl-4-aminophenylacetic acid), OO (hydrogen peroxide). Procedure details: N-Decanoyl-4-aminophenylperoxyacetic acid was prepared from N-decanoyl-4-aminophenylacetic acid and hydrogen peroxide in methanesulfonic acid according to the procedure described in Example II. From 70.0 g (0.229 mol) of N-decanoyl-4-aminophenylacetic acid and 39.0 g (1.15 mol) of hydrogen peroxide in 150 mL 98% methanesulfonic acid was obtained 64.9 g of N-decanoyl-4-aminophenylperoxyacetic acid having an AvO of 4.94% (theoretical yield=73.6 g gaving an AvO of 4.99%), mp 121° C.